From a dataset of the Open Reaction Database (ORD), a public repository of structured organic reaction records. describe an organic reaction: reactants, conditions, products, and yield Reactants: C(C)C1=C(C2=C(N=C(N2)C)C=C1)N1C(OC(C1)CN=[N+]=[N-])=O ((±)-3-(5'-1-Ethyl-2-methylbenzimidazolyl)-5-(azidomethyl)oxazolidin-2-one), [H][H] (hydrogen). The reagents and catalysts are [Pd] (palladium on carbon). Run in C(C)(=O)OCC (ethyl acetate). Yields the product C(C)C1=C(C2=C(N=C(N2)C)C=C1)N1C(OC(C1)CN)=O ((±)-3-(5'-1-Ethyl-2-methylbenzimidazolyl)-5-(aminomethyl)oxazolidin-2-one). Reaction SMILES: [CH2:1]([C:3]1[CH:12]=[CH:11][C:6]2[N:7]=[C:8]([CH3:10])[NH:9][C:5]=2[C:4]=1[N:13]1[CH2:17][CH:16]([CH2:18][N:19]=[N+]=[N-])[O:15][C:14]1=[O:22])[CH3:2].[H][H]>[Pd].C(OCC)(=O)C>[CH2:1]([C:3]1[CH:12]=[CH:11][C:6]2[N:7]=[C:8]([CH3:10])[NH:9][C:5]=2[C:4]=1[N:13]1[CH2:17][CH:16]([CH2:18][NH2:19])[O:15][C:14]1=[O:22])[CH3:2]. Reported procedure: A mixture of (±)-3-(5'-1-ethyl-2-methylbenzimidazolyl)-5-(azidomethyl)oxazolidin-2one (XXXIX, EXAMPLE 70, 0.190 g) and palladium on carbon (10%, 0.065 g) is stirred in ethyl acetate (70 ml) for 15.5 hrs under 1 atm (balloon) hydrogen. The mixture is then filtered and the filtrate concentrated to give the crude product as a solid in an oil. The crude sample is placed on a silica gel column (5 cm×0.5 cm, 40.63 μ) and eluted with ethyl acetate followed by methanol/ethyl acetate mixtures (1/9 10 ml,... The reactants are C1(CCCC1)Br (cyclopentyl bromide), COC=1CC(=CCC1)OC (2,5-dihydro-1,3-dimethoxybenzene), [Li]CCCC (nBuLi). The solvent is C1CCOC1 (THF), CCCCCC (hexane). Reaction conditions: temperature -20 celsius, time 0.5 hour. Product: C1(CCCC1)C1C(=CCC=C1OC)OC (6-Cyclopentyl-1,5-dimethoxy-cyclohexa-1,4-diene). Isolated yield 96.8%. Reaction SMILES: [CH3:1][O:2][C:3]1[CH2:4][C:5]([O:9][CH3:10])=[CH:6][CH2:7][CH:8]=1.[Li]CCCC.[CH:16]1(Br)[CH2:20][CH2:19][CH2:18][CH2:17]1>C1COCC1.CCCCCC>[CH:16]1([CH:4]2[C:3]([O:2][CH3:1])=[CH:8][CH2:7][CH:6]=[C:5]2[O:9][CH3:10])[CH2:20][CH2:19][CH2:18][CH2:17]1. Reported procedure: To a solution of 2,5-dihydro-1,3-dimethoxybenzene (9.88 g, 70 mmol) in dry THF (150 mL) was added dropwise nBuLi solution (2.5 M, 42.4 mL) in hexane at −20° C. The orange colored reaction mixture was stirred for 0.5 hour at −20° C., then cyclopentyl bromide (20.9 g, 140 mmol) was added dropwise. The reaction mixture was stirred for 1 hour at −20° C. to 0° C. Excess nBuLi was destroyed cautiously with methanol. To the reaction mixture, 140 mL of cold water was added. The product was extracted wit...